Dataset: the Open Reaction Database (ORD), a public repository of structured organic reaction records. Task: describe an organic reaction: reactants, conditions, products, and yield Starting materials: C(N)(=O)CNC(COC1=CC=CC=C1)=O.C(N)(=O)CNC(COC1=CC=C(C=C1)S(=O)(=O)Cl)=O (N-(carbamoylmethyl)-2-[4-(chlorosulfonyl)phenoxy]acetamide N-(carbamoylmethyl)-2-(phenoxy)acetamide), ClS(=O)(=O)O (chlorosulfonic acid). Solvent: ClCCl (dichloromethane). Run at time 2 hour. Yields the product C(N)(=O)CNC(COC1=CC=C(C=C1)S(=O)(=O)Cl)=O (N-(carbamoylmethyl)-2-[4-(chlorosulfonyl)phenoxy]acetamide). The yield is 224.4%. RXN SMILES: C(CNC(=O)COC1C=CC=CC=1)(=O)N.[C:16]([CH2:19][NH:20][C:21](=[O:34])[CH2:22][O:23][C:24]1[CH:29]=[CH:28][C:27]([S:30]([Cl:33])(=[O:32])=[O:31])=[CH:26][CH:25]=1)(=[O:18])[NH2:17].ClS(O)(=O)=O>ClCCl>[C:16]([CH2:19][NH:20][C:21](=[O:34])[CH2:22][O:23][C:24]1[CH:25]=[CH:26][C:27]([S:30]([Cl:33])(=[O:31])=[O:32])=[CH:28][CH:29]=1)(=[O:18])[NH2:17] |f:0.1|. Procedure: Preparation of N-(carbamoylmethyl)-2-[4-(chlorosulfonyl)phenoxy]acetamide N-(carbamoylmethyl)-2-(phenoxy)acetamide (2.08 g) was resuspended in 30 ml of dichloromethane and chlorosulfonic acid (6 ml) was slowly added with cooling. The reaction mixture was stirred at room temperature for 2 hr. Two layers separated after standing for 10 min without stirring. Upper layer was decanted. Lower layer was poured to chopped ice (60 g) with good mixing to give white solid, which was collected by filtration...